Dataset: the Open Reaction Database (ORD), a public repository of structured organic reaction records. Task: describe an organic reaction: reactants, conditions, products, and yield Procedure: Using a procedure analogous to that described for Example 10, 4-chloro-6-methoxy-7-((1-methylpiperidin-4-yl)methoxy)quinazoline (74 mg, 0.23 mmol), (prepared as described for the starting material in Example 10), was reacted with 6-hydroxyquinoline (41 mg, 0.28 mol) to give 6-methoxy-7-((1-methylpiperidin-4-yl)methoxy)-4-(quinolin-6-yloxy)quinazoline (89 mg, 94%). The yield is 89.9%. Yields the product COC=1C=C2C(=NC=NC2=CC1OCC1CCN(CC1)C)OC=1C=C2C=CC=NC2=CC1 (6-methoxy-7-((1-methylpiperidin-4-yl)methoxy)-4-(quinolin-6-yloxy)quinazoline). Starting materials: ClC1=NC=NC2=CC(=C(C=C12)OC)OCC1CCN(CC1)C (4-chloro-6-methoxy-7-((1-methylpiperidin-4-yl)methoxy)quinazoline), OC=1C=C2C=CC=NC2=CC1 (6-hydroxyquinoline). Reaction SMILES: Cl[C:2]1[C:11]2[C:6](=[CH:7][C:8]([O:14][CH2:15][CH:16]3[CH2:21][CH2:20][N:19]([CH3:22])[CH2:18][CH2:17]3)=[C:9]([O:12][CH3:13])[CH:10]=2)[N:5]=[CH:4][N:3]=1.[OH:23][C:24]1[CH:25]=[C:26]2[C:31](=[CH:32][CH:33]=1)[N:30]=[CH:29][CH:28]=[CH:27]2>>[CH3:13][O:12][C:9]1[CH:10]=[C:11]2[C:6](=[CH:7][C:8]=1[O:14][CH2:15][CH:16]1[CH2:21][CH2:20][N:19]([CH3:22])[CH2:18][CH2:17]1)[N:5]=[CH:4][N:3]=[C:2]2[O:23][C:24]1[CH:25]=[C:26]2[C:31](=[CH:32][CH:33]=1)[N:30]=[CH:29][CH:28]=[CH:27]2. Product: COc1cc(OCC(=O)OC(C)(C)C)ccc1C(C)(C)C. Reaction SMILES: [Br:16][CH2:17][C:18](=[O:19])[O:20][C:21]([CH3:22])([CH3:23])[CH3:24].[C:3]([CH3:4])([CH3:5])([CH3:6])[c:7]1[c:8]([O:14][CH3:15])[cH:9][c:10]([OH:13])[cH:11][cH:12]1.[H-:1].[Na+:2].[O:25]1[CH2:26][CH2:27][CH2:28][CH2:29]1>>[C:3]([CH3:4])([CH3:5])([CH3:6])[c:7]1[c:8]([O:14][CH3:15])[cH:9][c:10]([O:13][CH2:17][C:18](=[O:19])[O:20][C:21]([CH3:22])([CH3:23])[CH3:24])[cH:11][cH:12]1. The reactants are CC(C)(C)OC(=O)CBr, COc1cc(O)ccc1C(C)(C)C, [H-], [Na+], C1CCOC1.